Dataset: the Open Reaction Database (ORD), a public repository of structured organic reaction records. Task: describe an organic reaction: reactants, conditions, products, and yield The reactants are CC=1C=C(CSC2=CC=C(C=C2)[N+](=O)[O-])C=C(C1)C (4-(3,5-dimethyl-benzylsulfanyl)-nitrobenzene). Reagents/catalysts: [Fe] (iron). Run in O (water), C(C)O (ethanol). Yields the product CC=1C=C(CSC2=CC=C(C=C2)N)C=C(C1)C (4-(3,5-Dimethyl-benzylsulfanyl)-phenylamine). The yield is 93.1%. As a reaction SMILES: [CH3:1][C:2]1[CH:3]=[C:4]([CH:16]=[C:17]([CH3:19])[CH:18]=1)[CH2:5][S:6][C:7]1[CH:12]=[CH:11][C:10]([N+:13]([O-])=O)=[CH:9][CH:8]=1>O.C(O)C.[Fe]>[CH3:1][C:2]1[CH:3]=[C:4]([CH:16]=[C:17]([CH3:19])[CH:18]=1)[CH2:5][S:6][C:7]1[CH:8]=[CH:9][C:10]([NH2:13])=[CH:11][CH:12]=1. Procedure: A mixture of 4-(3,5-dimethyl-benzylsulfanyl)-nitrobenzene (0.35 g, 1.28 mmol) calcium chloride (0.071 g, 0.64 mmol) and iron powder (−325 mesh) (0.573 g, 10.3 mmol) in 4 ml water and 17 ml ethanol was heated at reflux under nitrogen for 4.5 h. The reaction mixture was then cooled to room temperature, filtered through Celite and the filtrate was concentrated under reduced pressure. The residual oil was purified by column chromatography, eluting with 9:1 hexane/ethyl acetate to yield the title com... Starting materials: O=C(c1ccccc1Br)N1CC1, CO, OC1(c2ccc(Cl)cc2)CCNCC1, c1ccccc1. Yields the product O=C(NCCN1CCC(O)(c2ccc(Cl)cc2)CC1)c1ccccc1Br. As a reaction SMILES: [Br:1][c:2]1[c:3]([C:4](=[O:5])[N:6]2[CH2:7][CH2:8]2)[cH:9][cH:10][cH:11][cH:12]1.[CH3:33][OH:34].[Cl:13][c:14]1[cH:15][cH:16][c:17]([C:20]2([OH:26])[CH2:21][CH2:22][NH:23][CH2:24][CH2:25]2)[cH:18][cH:19]1.[cH:27]1[cH:28][cH:29][cH:30][cH:31][cH:32]1>>[Br:1][c:2]1[c:3]([C:4](=[O:5])[NH:6][CH2:8][CH2:7][N:23]2[CH2:22][CH2:21][C:20]([c:17]3[cH:16][cH:15][c:14]([Cl:13])[cH:19][cH:18]3)([OH:26])[CH2:25][CH2:24]2)[cH:9][cH:10][cH:11][cH:12]1.